describe an organic reaction: reactants, conditions, products, and yield From a dataset of the Open Reaction Database (ORD), a public repository of structured organic reaction records. The reactants are BrC1=CC=C(C=C1)CS(=O)(=O)NCC1=C(C=C(C=C1)OC)OC (C-(4-bromophenyl)-N-(2,4-dimethoxybenzyl)methanesulfonamide), N1CCOCC1 (morpholine), C([O-])([O-])=O.[Cs+].[Cs+] (cesium carbonate). The reagents and catalysts are C=1C=CC(=CC1)/C=C/C(=O)/C=C/C2=CC=CC=C2.C=1C=CC(=CC1)/C=C/C(=O)/C=C/C2=CC=CC=C2.C=1C=CC(=CC1)/C=C/C(=O)/C=C/C2=CC=CC=C2.[Pd].[Pd] (Pd2(dba)3). Solvent: O1CCOCC1 (dioxane), C(C)(=O)OCC (ethyl acetate). Run at temperature 80 celsius, time 16 hour. Yields the product COC1=C(CNS(=O)(=O)CC2=CC=C(C=C2)N2CCOCC2)C=CC(=C1)OC (N-(2,4-Dimethoxybenzyl)-C-(4-morpholin-4-ylphenyl)methanesulfonamide). Reaction SMILES: Br[C:2]1[CH:7]=[CH:6][C:5]([CH2:8][S:9]([NH:12][CH2:13][C:14]2[CH:19]=[CH:18][C:17]([O:20][CH3:21])=[CH:16][C:15]=2[O:22][CH3:23])(=[O:11])=[O:10])=[CH:4][CH:3]=1.[NH:24]1[CH2:29][CH2:28][O:27][CH2:26][CH2:25]1.C(=O)([O-])[O-].[Cs+].[Cs+]>O1CCOCC1.C(OCC)(=O)C.C1C=CC(/C=C/C(/C=C/C2C=CC=CC=2)=O)=CC=1.C1C=CC(/C=C/C(/C=C/C2C=CC=CC=2)=O)=CC=1.C1C=CC(/C=C/C(/C=C/C2C=CC=CC=2)=O)=CC=1.[Pd].[Pd]>[CH3:23][O:22][C:15]1[CH:16]=[C:17]([O:20][CH3:21])[CH:18]=[CH:19][C:14]=1[CH2:13][NH:12][S:9]([CH2:8][C:5]1[CH:6]=[CH:7][C:2]([N:24]2[CH2:29][CH2:28][O:27][CH2:26][CH2:25]2)=[CH:3][CH:4]=1)(=[O:11])=[O:10] |f:2.3.4,7.8.9.10.11|. Procedure details: A mixture of C-(4-bromophenyl)-N-(2,4-dimethoxybenzyl)methanesulfonamide (1 g), morpholine (0.3 ml), Pd2(dba)3 (51 mg) and cesium carbonate (1.3 g) in dioxane was stirred at 80° C. for 16 h. The mixture was diluted with ethyl acetate, washed with water, dried over magnesium sulfate and concentrated. This was followed by purification by column chromatography (ethyl acetate/heptane). This gave the product (267 mg) with a molecular weight of 406.5 g/mol (C20H26N2O5S). Starting materials: CCCC[Si](C)(C)CCCOc1ccc(O)cc1, CCCCCCCCc1ccc(C(=O)O)s1, C(=NC1CCCCC1)=NC1CCCCC1, ClCCl, c1cc(N2CCCC2)ccn1. Yields the product CCCCCCCCc1ccc(C(=O)Oc2ccc(OCCC[Si](C)(C)CCCC)cc2)s1. RXN SMILES: [CH2:17]([CH2:18][CH2:19][CH3:20])[Si:21]([CH2:22][CH2:23][CH2:24][O:25][c:26]1[cH:27][cH:28][c:29]([OH:32])[cH:30][cH:31]1)([CH3:33])[CH3:34].[CH2:1]([CH2:2][CH2:3][CH2:4][CH2:5][CH2:6][CH2:7][CH3:8])[c:9]1[cH:10][cH:11][c:12]([C:14](=[O:15])[OH:16])[s:13]1.[CH:35]1([N:36]=[C:37]=[N:38][CH:39]2[CH2:40][CH2:41][CH2:42][CH2:43][CH2:44]2)[CH2:45][CH2:46][CH2:47][CH2:48][CH2:49]1.[Cl:61][CH2:62][Cl:63].[N:50]1([c:51]2[cH:52][cH:53][n:54][cH:55][cH:56]2)[CH2:57][CH2:58][CH2:59][CH2:60]1>>[CH2:1]([CH2:2][CH2:3][CH2:4][CH2:5][CH2:6][CH2:7][CH3:8])[c:9]1[cH:10][cH:11][c:12]([C:14](=[O:15])[O:16][c:29]2[cH:28][cH:27][c:26]([O:25][CH2:24][CH2:23][CH2:22][Si:21]([CH2:17][CH2:18][CH2:19][CH3:20])([CH3:33])[CH3:34])[cH:31][cH:30]2)[s:13]1. Starting materials: CS(=O)(=O)NC1=C(C=CC=C1)CC(=O)OC (methyl 2-(methylsulfonylamino)phenylacetate), ClC1=CC=C(CCl)C=C1 (4-chlorobenzyl chloride), O (water), C([O-])([O-])=O.[K+].[K+] (potassium carbonate). Run in CN(C=O)C (dimethylformamide), ClCCl (dichloromethane). Reaction conditions: time 4 hour. Yields the product ClC1=CC=C(C=C1)CN(C1=C(C=CC=C1)CC(=O)OC)S(=O)(=O)C (methyl 2-[N-(4-chlorophenylmethyl)-methylsulfonylamino]phenylacetate). RXN SMILES: [CH3:1][S:2]([NH:5][C:6]1[CH:11]=[CH:10][CH:9]=[CH:8][C:7]=1[CH2:12][C:13]([O:15][CH3:16])=[O:14])(=[O:4])=[O:3].[Cl:17][C:18]1[CH:25]=[CH:24][C:21]([CH2:22]Cl)=[CH:20][CH:19]=1.C(=O)([O-])[O-].[K+].[K+].O>CN(C)C=O.ClCCl>[Cl:17][C:18]1[CH:25]=[CH:24][C:21]([CH2:22][N:5]([S:2]([CH3:1])(=[O:4])=[O:3])[C:6]2[CH:11]=[CH:10][CH:9]=[CH:8][C:7]=2[CH2:12][C:13]([O:15][CH3:16])=[O:14])=[CH:20][CH:19]=1 |f:2.3.4|. Procedure: To a solution of methyl 2-(methylsulfonylamino)phenylacetate (2.00 kg) in dimethylformamide (10 l), under an atmosphere of nitrogen, is added 4-chlorobenzyl chloride (1.37 kg) all at once, followed by anhydrous potassium carbonate (1.18 kg). The mixture is heated at 75° and stirred for 4 hours, then cooled to room temperature overnight at which time it is poured into water (50 l). The resulting precipitate is dissolved in dichloromethane (4 l). The dichloromethane solution is washed with brine (... Procedure details: To a suspension of tert-butyl(1-(4-(5-cyano-6-hydroxy-3-phenylpyridin-2-yl)phenyl)cyclobutyl)carbamate (14.6 g, 3.58 g, 0.033 mol) in ethanol (112 ml) and water (112 ml) at room temperature was added sodium hydroxide solution (6M, 54.4 ml) and hydrogenperoxide (30%, 21.9 ml). The resulting mixture was heated at 50° C. for 16 h. After cooled down to 0° C., the mixture was added acetic acid to adjust pH=4. The resulting precipitate was filtered and the filter cake was dried to give the title compo... The yield is 72.0%. Run at temperature 50 celsius. Starting materials: C(C)(C)(C)OC(NC1(CCC1)C1=CC=C(C=C1)C1=NC(=C(C=C1C1=CC=CC=C1)C#N)O)=O (tert-butyl(1-(4-(5-cyano-6-hydroxy-3-phenylpyridin-2-yl)phenyl)cyclobutyl)carbamate), C(C)(=O)O (acetic acid), [OH-].[Na+] (sodium hydroxide), OO (hydrogenperoxide). As a reaction SMILES: [C:1]([O:5][C:6](=[O:33])[NH:7][C:8]1([C:12]2[CH:17]=[CH:16][C:15]([C:18]3[C:23]([C:24]4[CH:29]=[CH:28][CH:27]=[CH:26][CH:25]=4)=[CH:22][C:21]([C:30]#[N:31])=[C:20]([OH:32])[N:19]=3)=[CH:14][CH:13]=2)[CH2:11][CH2:10][CH2:9]1)([CH3:4])([CH3:3])[CH3:2].[OH-].[Na+].OO.C(O)(=[O:40])C>C(O)C.O>[C:1]([O:5][C:6](=[O:33])[NH:7][C:8]1([C:12]2[CH:13]=[CH:14][C:15]([C:18]3[C:23]([C:24]4[CH:25]=[CH:26][CH:27]=[CH:28][CH:29]=4)=[CH:22][C:21]([C:30](=[O:40])[NH2:31])=[C:20]([OH:32])[N:19]=3)=[CH:16][CH:17]=2)[CH2:11][CH2:10][CH2:9]1)([CH3:4])([CH3:2])[CH3:3] |f:1.2|. Product: C(C)(C)(C)OC(NC1(CCC1)C1=CC=C(C=C1)C1=NC(=C(C=C1C1=CC=CC=C1)C(N)=O)O)=O (tert-butyl(1-(4-(5-carbamoyl-6-hydroxy-3-phenylpyridin-2-yl)phenyl)cyclobutyl)carbamate). The solvent is C(C)O (ethanol), O (water). The reactants are CCCC[N+](CCCC)(CCCC)CCCC.[F-] (TBAF), COC1=C(C=CC2=C1C(N1[C@H](C(N2COCC[Si](C)(C)C)=O)C[C@H](C1)O[Si](C)(C)C(C)(C)C)=O)OC ((11aS)-6,7-dimethoxy-2(R)-[(tert-butyldimethylsilyl)oxy]-2,3,5,10,11,11a-hexahydro-10-[2-(trimethylsilyl)ethoxymethyl]-5,11-dioxo-1H-pyrrolo[2,1-c][1,4-]benzodiazepine). The solvent is C1CCOC1 (THF), C1CCOC1 (THF), C(Cl)Cl (DCM). Run at time 2 hour. Yields the product COC1=C(C=CC2=C1C(N1[C@H](C(N2COCC[Si](C)(C)C)=O)C[C@H](C1)O)=O)OC ((11aS)-6,7-dimethoxy-2(R)-hydroxy-2,3,5,10,11,11a-hexahydro-10-[2-(trimethylsilyl)ethoxymethyl)-5,11-dioxo-1H-pyrrolo[2,1-c][1,4-]benzodiazepine). The yield is 107.0%. RXN SMILES: CCCC[N+](CCCC)(CCCC)CCCC.[F-].[CH3:19][O:20][C:21]1[C:26]2[C:27](=[O:52])[N:28]3[CH2:43][C@H:42]([O:44][Si](C(C)(C)C)(C)C)[CH2:41][C@H:29]3[C:30](=[O:40])[N:31]([CH2:32][O:33][CH2:34][CH2:35][Si:36]([CH3:39])([CH3:38])[CH3:37])[C:25]=2[CH:24]=[CH:23][C:22]=1[O:53][CH3:54]>C1COCC1.C(Cl)Cl>[CH3:19][O:20][C:21]1[C:26]2[C:27](=[O:52])[N:28]3[CH2:43][C@H:42]([OH:44])[CH2:41][C@H:29]3[C:30](=[O:40])[N:31]([CH2:32][O:33][CH2:34][CH2:35][Si:36]([CH3:39])([CH3:37])[CH3:38])[C:25]=2[CH:24]=[CH:23][C:22]=1[O:53][CH3:54] |f:0.1|. Reported procedure: A solution of 1 N TBAF in THF (19.58 mL, 19.58 mmol) was added to a stirred solution of 172 (7.0 g, 13.05 mmol) in THF (50 mL). The reaction mixture was allowed to stir at room temperature for 2 hours and diluted with DCM (200 mL), washed with water (2×200 mL), brine (2×200 mL) and dried over anhydrous MgSO4. Filtration and removal of excess solvent afforded the crude product, which was purified by flash column chromatography using 50:50 petroleum ether:EtOAc as eluent. Evaporation in vacuo of t... The reactants are C[C@@H]1CN(C[C@@H](O1)C)C1=C(C=C(C#N)C=C1)C=O (4-(cis-2,6-dimethylmorpholin-4-yl)-3-formylbenzonitrile), C([O-])([O-])=O.[K+].[K+] (potassium carbonate), C([O-])([O-])=O.[K+].[K+] (potassium carbonate), CS(=O)C (DMSO), OO (hydrogen peroxide), OO (hydrogen peroxide). Run in [Cl-].[Na+].O (brine), CC(=O)C (acetone), CC(=O)C (acetone). Run at time 24 hour. Yields the product C[C@@H]1CN(C[C@@H](O1)C)C1=C(C=C(C(=O)N)C=C1)C=O (4-(cis-2,6-dimethylmorpholin-4-yl)-3-formylbenzamide). The yield is 53.4%. Reaction SMILES: [CH3:1][C@H:2]1[O:7][C@@H:6]([CH3:8])[CH2:5][N:4]([C:9]2[CH:16]=[CH:15][C:12]([C:13]#[N:14])=[CH:11][C:10]=2[CH:17]=[O:18])[CH2:3]1.C(=O)([O-])[O-:20].[K+].[K+].OO.CS(C)=O>CC(C)=O.[Cl-].[Na+].O>[CH3:1][C@H:2]1[O:7][C@@H:6]([CH3:8])[CH2:5][N:4]([C:9]2[CH:16]=[CH:15][C:12]([C:13]([NH2:14])=[O:20])=[CH:11][C:10]=2[CH:17]=[O:18])[CH2:3]1 |f:1.2.3,7.8.9|. Procedure details: A solution of 4-(cis-2,6-dimethylmorpholin-4-yl)-3-formylbenzonitrile (Example 6, Step 1) (0.244 g, 1.00 mmol) in acetone (4 mL) is treated with anhydrous powdered potassium carbonate (0.028 g, 0.20 mmol) followed by 30% hydrogen peroxide (0.204 g, 6.00 mmol).The reaction mixture is stirred at room temperature. After 24 h, additional 30% hydrogen peroxide (6.0 mmol) and acetone (2 mL) is added. After stirring at RT for 5 days, an additional potassium carbonate (0.96 g) and DMSO (4 mL) is added a... The reactants are BrC=1C=C2C(=C(C=NC2=CC1)C(=O)C1CC1)Cl ((6-bromo-4-chloroquinolin-3-yl)(cyclopropyl)methanone), CN[C@@H]1CC[C@H](CC1)N1N=CC(=C1)N (1-[trans-4-(methylamino)cyclohexyl]-1H-pyrazol-4-amine). Yields the product BrC=1C=C2C(=C(C=NC2=CC1)C(=O)C1CC1)NC=1C=NN(C1)[C@@H]1CC[C@H](CC1)NC ({6-Bromo-4-[1-(trans-4-(methylamino)cyclohexyl)-1H-pyrazol-4-ylamino]quinolin-3-yl}(cyclopropyl)methanone). Yield: 13.9%. Reaction SMILES: [Br:1][C:2]1[CH:3]=[C:4]2[C:9](=[CH:10][CH:11]=1)[N:8]=[CH:7][C:6]([C:12]([CH:14]1[CH2:16][CH2:15]1)=[O:13])=[C:5]2Cl.[CH3:18][NH:19][C@H:20]1[CH2:25][CH2:24][C@H:23]([N:26]2[CH:30]=[C:29]([NH2:31])[CH:28]=[N:27]2)[CH2:22][CH2:21]1>>[Br:1][C:2]1[CH:3]=[C:4]2[C:9](=[CH:10][CH:11]=1)[N:8]=[CH:7][C:6]([C:12]([CH:14]1[CH2:16][CH2:15]1)=[O:13])=[C:5]2[NH:31][C:29]1[CH:28]=[N:27][N:26]([C@H:23]2[CH2:22][CH2:21][C@H:20]([NH:19][CH3:18])[CH2:25][CH2:24]2)[CH:30]=1. Procedure: Following general procedure C, (6-bromo-4-chloroquinolin-3-yl)(cyclopropyl)methanone (310 mg, 1.00 mmol) was reacted with 1-[trans-4-(methylamino)cyclohexyl]-1H-pyrazol-4-amine (388 mg, 2.00 mmol) to afford the desired product (65 mg, 14%) as an orange solid: ESI MS m/z 468 [C23H26BrN5O+H]+.